This data is from the Open Reaction Database (ORD), a public repository of structured organic reaction records. The task is: describe an organic reaction: reactants, conditions, products, and yield Starting materials: NN1C(NN=C1C)=O (4-amino-5-methyl-2,4-dihydro-3H-1, 2,4-triazol-3-one), FC(OC1=C(C=CC=C1)S(=O)(=O)Cl)(F)F (2-trifluoromethoxy-benzenesulphonyl chloride). Solvent: N1=CC=CC=C1 (pyridine). Reaction conditions: temperature -10 celsius, time 12 hour. Product: FC(OC1=C(C=CC=C1)S(=O)(=O)NN1C(NN=C1C)=O)(F)F (4-(2-trifluoromethoxy-phenylsulphonylamino)-5-methyl-2,4-dihydro-3H-1,2,4-triazol-3-one). Isolated yield 77.6%. Reaction SMILES: [NH2:1][N:2]1[C:6]([CH3:7])=[N:5][NH:4][C:3]1=[O:8].[F:9][C:10]([F:23])([F:22])[O:11][C:12]1[CH:17]=[CH:16][CH:15]=[CH:14][C:13]=1[S:18](Cl)(=[O:20])=[O:19]>N1C=CC=CC=1>[F:23][C:10]([F:9])([F:22])[O:11][C:12]1[CH:17]=[CH:16][CH:15]=[CH:14][C:13]=1[S:18]([NH:1][N:2]1[C:6]([CH3:7])=[N:5][NH:4][C:3]1=[O:8])(=[O:20])=[O:19]. Procedure details: 10.0 g (0.088 mol) of 4-amino-5-methyl-2,4-dihydro-3H-1, 2,4-triazol-3-one are dissolved in 50 ml of dry pyridine, the mixture is cooled to -10° C., and 32.7 g (0.12 mol) of 2-trifluoromethoxy-benzenesulphonyl chloride are added. The reaction mixture is allowed to reach room temperature approximately 20° C.) and stirred for approximately 12 hours. After the mixture has been concentrated, the residue is taken up in methylene chloride and shaken with 1N hydrochloric acid and then with water. The o...